This data is from the Open Reaction Database (ORD), a public repository of structured organic reaction records. The task is: describe an organic reaction: reactants, conditions, products, and yield The product is CCn1ncnc1COc1nc2c(cnn2-c2ccccc2)c2ccccc12. RXN SMILES: [Cl:2][CH2:3][c:4]1[n:5]([CH2:9][CH3:10])[n:6][cH:7][n:8]1.[ClH:1].[c:11]1(-[n:17]2[n:18][cH:19][c:20]3[c:21]2[nH:22][c:23](=[O:30])[c:24]2[cH:25][cH:26][cH:27][cH:28][c:29]32)[cH:12][cH:13][cH:14][cH:15][cH:16]1>>[CH2:3]([c:4]1[n:5]([CH2:9][CH3:10])[n:6][cH:7][n:8]1)[O:30][c:23]1[n:22][c:21]2[n:17](-[c:11]3[cH:12][cH:13][cH:14][cH:15][cH:16]3)[n:18][cH:19][c:20]2[c:29]2[c:24]1[cH:25][cH:26][cH:27][cH:28]2. The reactants are CCn1ncnc1CCl, Cl, O=c1[nH]c2c(cnn2-c2ccccc2)c2ccccc12. Starting materials: S1C=C(C2=C1C=CC=C2)C=2N=C(SC2)N (4-(1-benzothien-3-yl)-1,3-thiazol-2-amine), ClC1=C(C(=CC(=C1)Cl)C)S(=O)(=O)Cl (2,4-dichloro-6-methylbenzenesulfonyl chloride). Yields the product S1C=C(C2=C1C=CC=C2)C=2N=C(SC2)NS(=O)(=O)C2=C(C=C(C=C2C)Cl)Cl (N-[4-(1-benzothien-3-yl)-1,3-thiazol-2-yl]-2,4-dichloro-6-methylbenzenesulfonamide), solid. Reaction SMILES: [S:1]1[C:5]2[CH:6]=[CH:7][CH:8]=[CH:9][C:4]=2[C:3]([C:10]2[N:11]=[C:12]([NH2:15])[S:13][CH:14]=2)=[CH:2]1.[Cl:16][C:17]1[CH:22]=[C:21]([Cl:23])[CH:20]=[C:19]([CH3:24])[C:18]=1[S:25](Cl)(=[O:27])=[O:26]>>[S:1]1[C:5]2[CH:6]=[CH:7][CH:8]=[CH:9][C:4]=2[C:3]([C:10]2[N:11]=[C:12]([NH:15][S:25]([C:18]3[C:19]([CH3:24])=[CH:20][C:21]([Cl:23])=[CH:22][C:17]=3[Cl:16])(=[O:27])=[O:26])[S:13][CH:14]=2)=[CH:2]1. Procedure: The title compound was prepared from 4-(1-benzothien-3-yl)-1,3-thiazol-2-amine (METHOD I) and 2,4-dichloro-6-methylbenzenesulfonyl chloride as described in the synthetic METHOD B to give a white solid (47.0 mg) with purity >90%. MS (pos) m/z 455.0, 457.0. Starting materials: ClC1=NC=C(C(=N1)NCCCN1CCOCC1)C=1NN=CC1 ([2-chloro-5-(2H-pyrazol-3-yl)-pyrimidin-4-yl]-(3-morpholin-4-yl-propyl)-amine), NC1=CC=C(C=C1)S(=O)(=NC(NC(C)C)=O)C ((RS)—S-(4-aminophenyl)-N-(isopropylcarbamoyl)-S-methylsulphoximide). Product: C(C)(C)NC(=O)N=S(=O)(C)C1=CC=C(C=C1)NC1=NC=C(C(=N1)NCCCN1CCOCC1)C=1NN=CC1 ((RS)—N-(isopropylcarbamoyl)-S-(4-{4-(3-morpholin-4-yl-propylamino)-5-(2H-pyrazol-3-yl)-pyrimidin-2-ylamino}phenyl)-S-methylsulfoximide). The yield is 34.0%. As a reaction SMILES: Cl[C:2]1[N:7]=[C:6]([NH:8][CH2:9][CH2:10][CH2:11][N:12]2[CH2:17][CH2:16][O:15][CH2:14][CH2:13]2)[C:5]([C:18]2[NH:19][N:20]=[CH:21][CH:22]=2)=[CH:4][N:3]=1.[NH2:23][C:24]1[CH:29]=[CH:28][C:27]([S:30]([CH3:39])(=[N:32][C:33](=[O:38])[NH:34][CH:35]([CH3:37])[CH3:36])=[O:31])=[CH:26][CH:25]=1>>[CH:35]([NH:34][C:33]([N:32]=[S:30]([C:27]1[CH:26]=[CH:25][C:24]([NH:23][C:2]2[N:7]=[C:6]([NH:8][CH2:9][CH2:10][CH2:11][N:12]3[CH2:17][CH2:16][O:15][CH2:14][CH2:13]3)[C:5]([C:18]3[NH:19][N:20]=[CH:21][CH:22]=3)=[CH:4][N:3]=2)=[CH:29][CH:28]=1)([CH3:39])=[O:31])=[O:38])([CH3:37])[CH3:36]. Reported procedure: In the reaction of [2-chloro-5-(2H-pyrazol-3-yl)-pyrimidin-4-yl]-(3-morpholin-4-yl-propyl)-amine (212.8 mg, 0.66 mmol) with (RS)—S-(4-aminophenyl)-N-(isopropylcarbamoyl)-S-methylsulphoximide (153 mg, 0.6 mmol) according to procedure 5c, the desired product is obtained in 34% yield (109 mg) after chromatographic purification (silica gel, dichloromethane/ethanol (0%-20% ethanol)). Starting materials: O=C([O-])[O-], Cc1[nH]cc(CC(F)(F)F)c(=O)c1OCc1ccccc1, CI, CC#N, ClCCl, [K+], [K+]. Yields the product Cc1c(OCc2ccccc2)c(=O)c(CC(F)(F)F)cn1C. As a reaction SMILES: [C:24](=[O:25])([O-:26])[O-:27].[CH2:3]([c:4]1[cH:5][cH:6][cH:7][cH:8][cH:9]1)[O:10][c:11]1[c:12]([CH3:23])[nH:13][cH:14][c:15]([CH2:18][C:19]([F:20])([F:21])[F:22])[c:16]1=[O:17].[CH3:1][I:2].[CH3:30][C:31]#[N:32].[Cl:33][CH2:34][Cl:35].[K+:28].[K+:29]>>[CH2:3]([c:4]1[cH:5][cH:6][cH:7][cH:8][cH:9]1)[O:10][c:11]1[c:12]([CH3:23])[n:13]([CH3:24])[cH:14][c:15]([CH2:18][C:19]([F:20])([F:21])[F:22])[c:16]1=[O:17]. Starting materials: C(C)#N (acetonitrile), ethyl 5,6-dihydro, FC(OC1=CC=C(C=C1)C=1OC(=CNN1)C(=O)[O-])(F)F (4-trifluoromethoxy-phenyl-4H-1,3,4-oxadiazine-6-carboxylate), FC(C1=CC=C(C=C1)N=C=O)(F)F (4-(trifluoromethyl)phenyl isocyanate). Yields the product FC(OC1=CC=C(C=C1)C1OC(CNN1C(=O)NC1=CC=C(C=C1)C(F)(F)F)C(=O)OCC)(F)F (ethyl 5,6-dihydro-2-(4-trifluoromethoxyphenyl)-N-(((4-trifluoromethylphenyl)amino)carbonyl)-4H-1,3,4-oxadiazine-6-carboxylate). Reaction SMILES: [F:1][C:2]([F:20])([F:19])[O:3][C:4]1[CH:9]=[CH:8][C:7]([C:10]2[O:11][C:12]([C:16]([O-:18])=[O:17])=[CH:13][NH:14][N:15]=2)=[CH:6][CH:5]=1.[F:21][C:22]([F:33])([F:32])[C:23]1[CH:28]=[CH:27][C:26]([N:29]=[C:30]=[O:31])=[CH:25][CH:24]=1.[C:34](#N)[CH3:35]>>[F:20][C:2]([F:1])([F:19])[O:3][C:4]1[CH:5]=[CH:6][C:7]([CH:10]2[N:15]([C:30]([NH:29][C:26]3[CH:25]=[CH:24][C:23]([C:22]([F:32])([F:33])[F:21])=[CH:28][CH:27]=3)=[O:31])[NH:14][CH2:13][CH:12]([C:16]([O:18][CH2:34][CH3:35])=[O:17])[O:11]2)=[CH:8][CH:9]=1. Reported procedure: 1 g of the ethyl 5,6-dihydro-2-(4-trifluoromethoxy-phenyl-4H-1,3,4-oxadiazine-6-carboxylate prepared above in A was dissolved in 15 ml of acetonitrile. 1 g of 4-(trifluoromethyl)phenyl isocyanate was added dropwise. The resulting reaction mixture was refluxed for two hours and then the solvent was evaporated under reduced pressure to produce a solid. The solid was washed with a few milliliters of acetonitrile to produce 1.2 g of ethyl 5,6-dihydro-2-(4-trifluoromethoxyphenyl)-N-(((4-trifluorometh...